Dataset: the Open Reaction Database (ORD), a public repository of structured organic reaction records. Task: describe an organic reaction: reactants, conditions, products, and yield Starting materials: CCOC(C)=O, Cc1nc2cc(O)c(O)cc2s1, ClCCl, O, O=[N+]([O-])O. Product: Cc1nc2cc(O)c(O)c([N+](=O)[O-])c2s1. RXN SMILES: [CH3:18][CH2:19][O:20][C:21](=[O:22])[CH3:23].[CH3:1][c:2]1[s:3][c:4]2[c:5]([n:6]1)[cH:7][c:8]([OH:12])[c:9]([OH:11])[cH:10]2.[Cl:24][CH2:25][Cl:26].[OH2:17].[OH:13][N+:14]([O-:15])=[O:16]>>[CH3:1][c:2]1[s:3][c:4]2[c:5]([n:6]1)[cH:7][c:8]([OH:12])[c:9]([OH:11])[c:10]2[N+:14](=[O:13])[O-:15]. Reactants: CCOCC (ether), [Cl-].[Al+3].[Cl-].[Cl-] (aluminum chloride), Cl (hydrochloric acid), C(CC1=CC(OC)=C(OC)C=C1)Cl (homoveratryl chloride), C1=CC=CC=C1 (benzene). Solvent: O (water), C(Cl)Cl (methylene chloride). Product: COC=1C=C(CC(C2=CC=CC=C2)=O)C=CC1OC (3',4'-dimethoxydesoxybenzoin). As a reaction SMILES: [Cl-].[Al+3].[Cl-].[Cl-].[CH2:5](Cl)[CH2:6][C:7]1[CH:16]=[CH:15][C:12]([O:13][CH3:14])=[C:9]([O:10][CH3:11])[CH:8]=1.[CH:18]1[CH:23]=[CH:22][CH:21]=[CH:20][CH:19]=1.Cl.CC[O:27]CC>C(Cl)Cl.O>[CH3:11][O:10][C:9]1[CH:8]=[C:7]([CH:16]=[CH:15][C:12]=1[O:13][CH3:14])[CH2:6][C:5](=[O:27])[C:18]1[CH:23]=[CH:22][CH:21]=[CH:20][CH:19]=1 |f:0.1.2.3|. Reported procedure: 42.8 Grams (0.32 moles) of aluminum chloride was added in portions to a solution of 45.9 g. (0.2 mole) of homoveratryl chloride and benzene (25 ml.) in methylene chloride (300 ml.). The mixture was then refluxed 1.5 hours, cooled and poured into a mixture comprised of 300 ml. of ice, 100 ml. of water and 225 ml. of concentrated hydrochloric acid. The organic phase was separated and the aqueous layer extracted with chloroform. The combined organic layers were washed with water, dried over magnesi... Reactants: NC=1C=C2C(=NC=NC2=CC1)NC1=C([Se]C(=C1)C(C)(C)C)C(=O)N (3-(6-aminoquinazolin-4-ylamino)-5-tert-butylselenophene-2-carboxamide), ClCC(=O)Cl (chloroacetyl chloride). Solvent: C1CCOC1 (THF), C1CCOC1 (THF). Conditions: time 30 minute. Product: ClCC(=O)NC=1C=C2C(=NC=NC2=CC1)NC1=C([Se]C(=C1)C(C)(C)C)C(=O)N (3-(6-(2-chloroacetamido)quinazolin-4-ylamino)-5-tert-butylselenophene-2-carboxamide). The yield is 88.7%. RXN SMILES: [NH2:1][C:2]1[CH:3]=[C:4]2[C:9](=[CH:10][CH:11]=1)[N:8]=[CH:7][N:6]=[C:5]2[NH:12][C:13]1[CH:17]=[C:16]([C:18]([CH3:21])([CH3:20])[CH3:19])[Se:15][C:14]=1[C:22]([NH2:24])=[O:23].[Cl:25][CH2:26][C:27](Cl)=[O:28]>C1COCC1>[Cl:25][CH2:26][C:27]([NH:1][C:2]1[CH:3]=[C:4]2[C:9](=[CH:10][CH:11]=1)[N:8]=[CH:7][N:6]=[C:5]2[NH:12][C:13]1[CH:17]=[C:16]([C:18]([CH3:21])([CH3:19])[CH3:20])[Se:15][C:14]=1[C:22]([NH2:24])=[O:23])=[O:28]. Procedure: To a solution of 3-(6-aminoquinazolin-4-ylamino)-5-tert-butylselenophene-2-carboxamide (510 mg, 1.31 mmol) in THF (10 mL) was added a solution of chloroacetyl chloride (0.105 mL, 1.31 mmol) in THF (1.0 mL) at rt. The mixture was stirred at rt for 30 min (solid separated). The solution was poured into ice cold water and stirred for 15 min. The separated solid was filtered, washed with water and dried to give the product as a yellow color solid (540 mg, 80%). This crude product was further chromat... Starting materials: C(C1=CC=CC=C1)C#N (benzyl cyanide), N(=O)OC (methyl nitrite). Solvent: CO.CO[Na] (CH3OH CH3ONa). Yields the product ON=C(C1=CC=CC=C1)C#N (α-Hydroxyiminobenzyl cyanide). Reaction SMILES: [CH2:1]([C:8]#[N:9])[C:2]1[CH:7]=[CH:6][CH:5]=[CH:4][CH:3]=1.[N:10](OC)=[O:11]>CO.CO[Na]>[OH:11][N:10]=[C:1]([C:8]#[N:9])[C:2]1[CH:7]=[CH:6][CH:5]=[CH:4][CH:3]=1 |f:2.3|. Procedure: This compound is prepared from benzyl cyanide by reaction with methyl nitrite in CH3OH/CH3ONa in accordance with the method described in Org. Synthesis 59, 95 (1979). Colourless crystals with a melting point of 119°-121° C. The reactants are BrC(Br)(Br)Br, O=C([O-])O, CCC(CC)CC1CC(C=O)C1, ClCCl, [Na+], c1ccc(P(c2ccccc2)c2ccccc2)cc1. Yields the product CCC(CC)CC1CC(C=C(Br)Br)C1. RXN SMILES: [C:1]([Br:2])([Br:3])([Br:4])[Br:5].[C:37](=[O:38])([OH:39])[O-:40].[CH2:25]([CH3:26])[CH:27]([CH2:28][CH:29]1[CH2:30][CH:31]([CH:33]=[O:34])[CH2:32]1)[CH2:35][CH3:36].[CH2:42]([Cl:43])[Cl:44].[Na+:41].[c:6]1([P:7]([c:8]2[cH:9][cH:10][cH:11][cH:12][cH:13]2)[c:14]2[cH:15][cH:16][cH:17][cH:18][cH:19]2)[cH:20][cH:21][cH:22][cH:23][cH:24]1>>[C:1]([Br:2])([Br:5])=[CH:33][CH:31]1[CH2:30][CH:29]([CH2:28][CH:27]([CH2:25][CH3:26])[CH2:35][CH3:36])[CH2:32]1. Starting materials: C(=O)(OC)COC1=CC=C(C=C1)CC(C)NCC(C=1N=C(SC1)C)O (N-[2-(4-Carbomethoxymethoxyphenyl)-1-methylethyl]-2-hydroxy-2-(2-methyl-thiazol-4-yl)ethanamine), N (ammonia). Run in CO (methanol), O (water). Product: NC(=O)COC1=CC=C(C=C1)CC(C)NCC(C=1N=C(SC1)C)O (N-[2-(4-Aminocarbonylmethoxyphenyl)-1-methylethyl]-2-hydroxy-2-(2-methyl-thiazol-4-yl)ethanamine). RXN SMILES: [C:1]([CH2:5][O:6][C:7]1[CH:12]=[CH:11][C:10]([CH2:13][CH:14]([NH:16][CH2:17][CH:18]([OH:25])[C:19]2[N:20]=[C:21]([CH3:24])[S:22][CH:23]=2)[CH3:15])=[CH:9][CH:8]=1)(OC)=[O:2].[NH3:26]>CO.O>[NH2:26][C:1]([CH2:5][O:6][C:7]1[CH:12]=[CH:11][C:10]([CH2:13][CH:14]([NH:16][CH2:17][CH:18]([OH:25])[C:19]2[N:20]=[C:21]([CH3:24])[S:22][CH:23]=2)[CH3:15])=[CH:9][CH:8]=1)=[O:2]. Reported procedure: 1 g (0.0027 mol) of N-[2-(4-Carbomethoxymethoxyphenyl)-1-methylethyl]-2-hydroxy-2-(2-methyl-thiazol-4-yl)ethanamine is dissolved in 5 ml of methanol and stirred with 5 ml of concentrated ammonia at room temperature for 3 hours. The mixture is then diluted with water and extracted with methylene chloride. The extract is dried over sodium sulphate, concentrated and purified on a silica gel column using ethyl acetate/methanol=9:1 as eluant. Starting materials: BrCCON=C(C(=O)OCC)C(C)=O (ethyl 2-(2-bromoethoxyimino)-3-oxobutyrate), S(=O)(=O)(Cl)Cl (sulfuryl chloride), C(=O)O (formic acid), resultant solution. The solvent is O (water). Reaction conditions: temperature 40 celsius, time 5.5 hour. The product is BrCCON=C(C(=O)OCC)C(CCl)=O (ethyl 2-(2-bromoethoxyimino)-4-chloro-3-oxobutyrate). Isolated yield 82.2%. RXN SMILES: [Br:1][CH2:2][CH2:3][O:4][N:5]=[C:6]([C:12](=[O:14])[CH3:13])[C:7]([O:9][CH2:10][CH3:11])=[O:8].S(Cl)([Cl:18])(=O)=O.C(O)=O>O>[Br:1][CH2:2][CH2:3][O:4][N:5]=[C:6]([C:12](=[O:14])[CH2:13][Cl:18])[C:7]([O:9][CH2:10][CH3:11])=[O:8]. Procedure: A mixture of ethyl 2-(2-bromoethoxyimino)-3-oxobutyrate (syn isomer, 168 g.), sulfuryl chloride (87.3 g.) and formic acid (168 ml.) was stirred at 40° C. for 10 minutes and at room temperature for 5.5 hours. After adding water (1 l.) to the resultant solution, the mixture was extracted with methylene chloride. The extract was washed with water, a saturated aqueous solution of sodium bicarbonate and a saturated aqueous solution of sodium chloride in turn, dried over magnesium sulfate, and then co... Reactants: I.ClC=1C(=C2C(NC(=NC2=C(C1)OC)SC)C)C (6-Chloro-8-methoxy-4,5-dimethyl-2-methylsulfanyl-3,4-dihydro-quinazoline hydroiodide), [OH-].[NH4+] (ammonium hydroxide), [OH-].[Na+] (sodium hydroxide), OO (hydrogen peroxide). Reagents/catalysts: concentrated solution. Run in O (water), C(C)#N (acetonitrile). Reaction conditions: temperature 170 celsius. The product is ClC=1C(=C2C(NC(=NC2=C(C1)OC)N)C)C (6-Chloro-8-methoxy-4,5-dimethyl-3,4-dihydro-quinazolin-2-ylamine). Reaction SMILES: I.[Cl:2][C:3]1[C:4]([CH3:18])=[C:5]2[C:10](=[C:11]([O:13][CH3:14])[CH:12]=1)[N:9]=[C:8](SC)[NH:7][CH:6]2[CH3:17].[OH-].[NH4+:20].[OH-].[Na+].OO>C(#N)C.O>[Cl:2][C:3]1[C:4]([CH3:18])=[C:5]2[C:10](=[C:11]([O:13][CH3:14])[CH:12]=1)[N:9]=[C:8]([NH2:20])[NH:7][CH:6]2[CH3:17] |f:0.1,2.3,4.5|. Procedure: 6-Chloro-8-methoxy-4,5-dimethyl-2-methylsulfanyl-3,4-dihydro-quinazoline hydroiodide (119 mg, 0.30 mmol) was suspended in a mixture of ammonium hydroxide (0.22 ml, 25% in H2O, 3 mmol) and acetonitrile (0.9 ml), and heated in a microwave oven to 170° C. (30 min). The reaction was cooled in an ice bath and treated with 1N aqueous sodium hydroxide solution (0.9 ml) and 5-6 drops of concentrated solution of aqueous hydrogen peroxide. A little water was added, and the crude product precipitated and w...